From a dataset of the Open Reaction Database (ORD), a public repository of structured organic reaction records. describe an organic reaction: reactants, conditions, products, and yield RXN SMILES: [CH2:30]([Cl:31])[Cl:32].[CH3:25][N:26]([CH3:27])[CH:28]=[O:29].[Cl:19][C:20]([C:21]([Cl:22])=[O:23])=[O:24].[F:1][C:2]([C:3](=[O:4])[OH:5])([F:6])[c:7]1[cH:8][c:9]([O:17][CH3:18])[c:10]([O:15][CH3:16])[c:11]([O:13][CH3:14])[cH:12]1>>[F:1][C:2]([C:3](=[O:4])[Cl:19])([F:6])[c:7]1[cH:8][c:9]([O:17][CH3:18])[c:10]([O:15][CH3:16])[c:11]([O:13][CH3:14])[cH:12]1. The reactants are ClCCl, CN(C)C=O, O=C(Cl)C(=O)Cl, COc1cc(C(F)(F)C(=O)O)cc(OC)c1OC. Product: COc1cc(C(F)(F)C(=O)Cl)cc(OC)c1OC. Run at time 4 hour. Solvent: O1CCOCC1 (dioxane). The reactants are [H-].[Na+] (sodium hydride), NC1=C(C=C(C(=C1)F)F)C(=O)C1=C(C=CC=C1)Cl ((2-amino-4,5-difluorophenyl)-(2-chlorophenyl)-methanone), N1(CCOCC1)CCCO (4-morpholinepropanol). Reaction SMILES: [H-].[Na+].[NH2:3][C:4]1[CH:9]=[C:8](F)[C:7]([F:11])=[CH:6][C:5]=1[C:12]([C:14]1[CH:19]=[CH:18][CH:17]=[CH:16][C:15]=1[Cl:20])=[O:13].[N:21]1([CH2:27][CH2:28][CH2:29][OH:30])[CH2:26][CH2:25][O:24][CH2:23][CH2:22]1>O1CCOCC1>[NH2:3][C:4]1[CH:9]=[C:8]([O:30][CH2:29][CH2:28][CH2:27][N:21]2[CH2:26][CH2:25][O:24][CH2:23][CH2:22]2)[C:7]([F:11])=[CH:6][C:5]=1[C:12]([C:14]1[CH:19]=[CH:18][CH:17]=[CH:16][C:15]=1[Cl:20])=[O:13] |f:0.1|. Procedure: A mixture of 1.4 g (0.035 mole) of 60% sodium hydride, 25 mL of dioxane, 2.68 g (0.01 mole) of (2-amino-4,5-difluorophenyl)-(2-chlorophenyl)-methanone (Xmm) and 2.23 g (0.016 mole) of 4-morpholinepropanol was stirred at room temperature for 4 hours. The mixture was quenched by the addition of 50 mL of water. The mixture was extracted with ethyl acetate, and the extract washed with water, dried over anhydrous sodium sulfate, filtered and concentrated under reduced pressure. The residue was tritur... Product: NC1=C(C=C(C(=C1)OCCCN1CCOCC1)F)C(=O)C1=C(C=CC=C1)Cl ((2-amino-5-fluoro-4-(3-(4-morpholinyl)propoxy)phenyl)-(2-chlorophenyl)-methanone). The yield is 64.9%.